This data is from the Open Reaction Database (ORD), a public repository of structured organic reaction records. The task is: describe an organic reaction: reactants, conditions, products, and yield The reactants are C(C)(C)(C)OC(=O)N[C@H](C(=O)N[C@H](C(=O)O)CC1=CC(=C(C=C1)OCC(=O)OC)C(=O)OC)CC1=CC=CC=C1 ((2S)-2-({(2S)-2-[(tert-butoxycarbonyl)amino]-3-phenylpropanoyl}amino)-3-[3-(methoxycarbonyl)-4-(2-methoxy-2-oxoethoxy)phenyl]propanoic acid), NCC(CN(C1=CC=CC=C1)CC1=CC=CC=C1)O (1-amino-3-(N-benzylanilino)-2-propanol). The product is C(C1=CC=CC=C1)N(C1=CC=CC=C1)CC(CNC([C@H](CC=1C=CC(=C(C(=O)O)C1)OCC(=O)O)NC([C@H](CC1=CC=CC=C1)NC(=O)OC(C)(C)C)=O)=O)O (5-[(2S)-3-{[3-(Benzylanilino)-2-hydroxypropyl]amino}-2-({(2S)-2-[(tert-butoxycarbonyl)amino]-3-phenylpropanoyl}amino)-3-oxopropyl]-2-(carboxymethoxy)benzoic Acid). RXN SMILES: [C:1]([O:5][C:6]([NH:8][C@@H:9]([CH2:34][C:35]1[CH:40]=[CH:39][CH:38]=[CH:37][CH:36]=1)[C:10]([NH:12][C@@H:13]([CH2:17][C:18]1[CH:23]=[CH:22][C:21]([O:24][CH2:25][C:26]([O:28]C)=[O:27])=[C:20]([C:30]([O:32]C)=[O:31])[CH:19]=1)[C:14](O)=[O:15])=[O:11])=[O:7])([CH3:4])([CH3:3])[CH3:2].[NH2:41][CH2:42][CH:43]([OH:59])[CH2:44][N:45]([CH2:52][C:53]1[CH:58]=[CH:57][CH:56]=[CH:55][CH:54]=1)[C:46]1[CH:51]=[CH:50][CH:49]=[CH:48][CH:47]=1>>[CH2:52]([N:45]([CH2:44][CH:43]([OH:59])[CH2:42][NH:41][C:14](=[O:15])[C@@H:13]([NH:12][C:10](=[O:11])[C@@H:9]([NH:8][C:6]([O:5][C:1]([CH3:2])([CH3:3])[CH3:4])=[O:7])[CH2:34][C:35]1[CH:36]=[CH:37][CH:38]=[CH:39][CH:40]=1)[CH2:17][C:18]1[CH:23]=[CH:22][C:21]([O:24][CH2:25][C:26]([OH:28])=[O:27])=[C:20]([CH:19]=1)[C:30]([OH:32])=[O:31])[C:46]1[CH:51]=[CH:50][CH:49]=[CH:48][CH:47]=1)[C:53]1[CH:58]=[CH:57][CH:56]=[CH:55][CH:54]=1. Procedure: Synthesis was performed from (2S)-2-({(2S)-2-[(tert-butoxycarbonyl)amino]-3-phenylpropanoyl}amino)-3-[3-(methoxycarbonyl)-4-(2-methoxy-2-oxoethoxy)phenyl]propanoic acid (85 mg, 0.15 mmol) and 1-amino-3-(N-benzylanilino)-2-propanol (47 mg, 0.18 mmol) according to Method C with HPLC purification to the title compound (23 mg) as a diasteromeric mixture. IR (KBr) 3414, 1654 cm−1; HRMS m/z 768.3382 (calc. of monoisotopic mass for C42H48N4O10 gives 768.3370). The reactants are Cl, Cc1c(F)c(Oc2cccc(N(C)C)c2)nc(Oc2cc(C#N)ccc2N)c1F, N. The product is Cc1c(F)c(Oc2cccc(N(C)C)c2)nc(Oc2cc(C(=N)N)ccc2N)c1F. Reaction SMILES: [ClH:30].[NH2:1][c:2]1[c:3]([O:10][c:11]2[n:12][c:13]([O:20][c:21]3[cH:22][c:23]([N:27]([CH3:28])[CH3:29])[cH:24][cH:25][cH:26]3)[c:14]([F:19])[c:15]([CH3:18])[c:16]2[F:17])[cH:4][c:5]([C:8]#[N:9])[cH:6][cH:7]1.[NH3:31]>>[NH2:1][c:2]1[c:3]([O:10][c:11]2[n:12][c:13]([O:20][c:21]3[cH:22][c:23]([N:27]([CH3:28])[CH3:29])[cH:24][cH:25][cH:26]3)[c:14]([F:19])[c:15]([CH3:18])[c:16]2[F:17])[cH:4][c:5]([C:8](=[NH:9])[NH2:31])[cH:6][cH:7]1. The reactants are BrCCCOC1=CC=C(C=C1)C1(CCCCC1)C#N (1-[4-(3-bromo-propoxy)-phenyl]-cyclohexanecarbonitrile), ClCCCOC1=CC=C(C=C1)C1(CCCCC1)C#N (1-[4-(3-chloro-propoxy)-phenyl]-cyclohexanecarbonitrile), C(C)(C)N(C(C)C)CC (N,N-diisopropylethylamine), CO[C@@H]1CNCC1 ((S)-3-methoxy-pyrrolidine). Solvent: CN1CCCC1=O (NMP). Reaction conditions: temperature 160 celsius. The product is CO[C@@H]1CN(CC1)CCCOC1=CC=C(C=C1)C1(CCCCC1)C#N (1-(4-{3-[(3S)-3-methoxypyrrolidin-1-yl]propoxy}phenyl)cyclo-hexanecarbonitrile). Isolated yield 41.0%. Reaction SMILES: Br[CH2:2][CH2:3][CH2:4][O:5][C:6]1[CH:11]=[CH:10][C:9]([C:12]2([C:18]#[N:19])[CH2:17][CH2:16][CH2:15][CH2:14][CH2:13]2)=[CH:8][CH:7]=1.ClCCCOC1C=CC(C2(C#N)CCCCC2)=CC=1.C(N(CC)C(C)C)(C)C.[CH3:48][O:49][C@H:50]1[CH2:54][CH2:53][NH:52][CH2:51]1>CN1C(=O)CCC1>[CH3:48][O:49][C@H:50]1[CH2:54][CH2:53][N:52]([CH2:2][CH2:3][CH2:4][O:5][C:6]2[CH:11]=[CH:10][C:9]([C:12]3([C:18]#[N:19])[CH2:17][CH2:16][CH2:15][CH2:14][CH2:13]3)=[CH:8][CH:7]=2)[CH2:51]1. Procedure: A (1:3) mixture of 1-[4-(3-bromo-propoxy)-phenyl]-cyclohexanecarbonitrile and 1-[4-(3-chloro-propoxy)-phenyl]-cyclohexanecarbonitrile (200 mg, 0.72 mmol), N,N-diisopropylethylamine (251 μL, 1.44 mmol) and (S)-3-methoxy-pyrrolidine (198 mg, 1.96 mmol) in NMP (0.5 mL) was heated at 160° C. in the microwave (Smith Personal Synthesiser) for 400 seconds. The reaction mixture was quenched with water (10 mL) and extracted with dichloromethane (2×10 mL), dried over Na2SO4, filtered and concentrated in v... Reactants: O=C([O-])[O-], CCOc1ccc(-c2c(C)nc3sccn3c2=O)cc1, CCOC(C)=O, FC(F)Cl, [Cs+], [Cs+], CN(C)C=O. Product: Cc1nc2sccn2c(=O)c1-c1ccc(OC(F)F)cc1. Reaction SMILES: [C:21](=[O:22])([O-:23])[O-:24].[CH2:1]([CH3:2])[O:3][c:4]1[cH:5][cH:6][c:7](-[c:10]2[c:11]([CH3:20])[n:12][c:13]3[n:14]([c:15]2=[O:16])[cH:17][cH:18][s:19]3)[cH:8][cH:9]1.[CH3:36][CH2:37][O:38][C:39](=[O:40])[CH3:41].[Cl:27][CH:28]([F:29])[F:30].[Cs+:25].[Cs+:26].[O:31]=[CH:32][N:33]([CH3:34])[CH3:35]>>[O:3]([c:4]1[cH:5][cH:6][c:7](-[c:10]2[c:11]([CH3:20])[n:12][c:13]3[n:14]([c:15]2=[O:16])[cH:17][cH:18][s:19]3)[cH:8][cH:9]1)[CH:28]([F:29])[F:30].